This data is from the Open Reaction Database (ORD), a public repository of structured organic reaction records. The task is: describe an organic reaction: reactants, conditions, products, and yield Reactants: [Si](C)(C)(C(C)(C)C)OC[C@@H]1N[C@H](C2=CC=CC(=C2C1)/C=C/C(C)(O)C)C ((E)-4-[(1S,3R)-3-[[tert-butyl(dimethyl)silyl]oxymethyl]-1-methyl-1,2,3,4-tetrahydroisoquinolin-5-yl]-2-methyl-but-3-en-2-ol). Reagents/catalysts: [Pd] (palladium on activated carbon). The solvent is C(C)(=O)OCC (ethyl acetate), C(C)O (ethanol). Conditions: temperature 25 celsius, time 16 hour. Yields the product [Si](C)(C)(C(C)(C)C)OC[C@@H]1N[C@H](C2=CC=CC(=C2C1)CCC(C)(O)C)C (4-[(1S,3R)-3-[[tert-butyl(dimethyl)silyl]oxymethyl]-1-methyl-1,2,3,4-tetrahydroisoquinolin-5-yl]-2-methyl-butan-2-ol). Isolated yield 95.4%. Reaction SMILES: [Si:1]([O:8][CH2:9][C@H:10]1[CH2:19][C:18]2[C:13](=[CH:14][CH:15]=[CH:16][C:17]=2/[CH:20]=[CH:21]/[C:22]([CH3:25])([OH:24])[CH3:23])[C@H:12]([CH3:26])[NH:11]1)([C:4]([CH3:7])([CH3:6])[CH3:5])([CH3:3])[CH3:2]>C(O)C.[Pd].C(OCC)(=O)C>[Si:1]([O:8][CH2:9][C@H:10]1[CH2:19][C:18]2[C:13](=[CH:14][CH:15]=[CH:16][C:17]=2[CH2:20][CH2:21][C:22]([CH3:25])([OH:24])[CH3:23])[C@H:12]([CH3:26])[NH:11]1)([C:4]([CH3:7])([CH3:6])[CH3:5])([CH3:3])[CH3:2]. Procedure: Add a solution of (E)-4-[(1S,3R)-3-[[tert-butyl(dimethyl)silyl]oxymethyl]-1-methyl-1,2,3,4-tetrahydroisoquinolin-5-yl]-2-methyl-but-3-en-2-ol (68 g, 168.83 mmol) in ethanol (816 mL) to a pressure hydrogenation vessel and add 5% palladium on activated carbon (35.83 g, 16.84 mmol). Purge the vessel with hydrogen gas, pressurise to 470 kPa of hydrogen gas and stir at 25° C. After 16 hours, vent the vessel and filter the reaction mixture through diatomaceous earth. Wash the diatomaceous earth with e... Starting materials: C(C)(C)(C)OC(NC1CN(C1)C1=NC=C(C=C1)C(F)(F)F)=O ([1-(5-Trifluoromethylpyridin-2-yl)azetidin-3-yl]carbamic acid t-butyl ester), FC(C(=O)O)(F)F (trifluoroacetic acid). The solvent is ClCCl (dichloromethane). Yields the product FC(C=1C=CC(=NC1)N1CC(C1)N)(F)F (1-(5-Trifluoromethylpyridin-2-yl)azetidin-3-ylamine). Yield: 92.9%. RXN SMILES: C(OC(=O)[NH:7][CH:8]1[CH2:11][N:10]([C:12]2[CH:17]=[CH:16][C:15]([C:18]([F:21])([F:20])[F:19])=[CH:14][N:13]=2)[CH2:9]1)(C)(C)C.FC(F)(F)C(O)=O>ClCCl>[F:21][C:18]([F:19])([F:20])[C:15]1[CH:16]=[CH:17][C:12]([N:10]2[CH2:9][CH:8]([NH2:7])[CH2:11]2)=[N:13][CH:14]=1. Procedure: D6 (750 mg, 1.28 mM) in dichloromethane (5 ml) was treated with trifluoroacetic acid (5 ml) overnight at ambient temperature. The solution was concentrated and then partitioned between dichloromethane and 2M sodium hydroxide. The dichloromethane solution was washed with brine, dried and concentrated to give the title compound as a colourless solid, (477 mg).